From a dataset of the Open Reaction Database (ORD), a public repository of structured organic reaction records. describe an organic reaction: reactants, conditions, products, and yield Reactants: CC1(CC(=C(CO1)C(=O)OC)OS(=O)(=O)C(F)(F)F)C (methyl 6,6-dimethyl-4-(trifluoromethylsulfonyloxy)-5,6-dihydro-2H-pyran-3-carboxylate), ClC1=CC=C(C=C1)B(O)O (4-chlorophenylboronic acid), C(=O)([O-])[O-].[Na+].[Na+] (Na2CO3). Reagents/catalysts: C=1C=CC(=CC1)[P](C=2C=CC=CC2)(C=3C=CC=CC3)[Pd]([P](C=4C=CC=CC4)(C=5C=CC=CC5)C=6C=CC=CC6)([P](C=7C=CC=CC7)(C=8C=CC=CC8)C=9C=CC=CC9)[P](C=1C=CC=CC1)(C=1C=CC=CC1)C=1C=CC=CC1 (tetrakis(triphenylphosphine)palladium(0)). Run in C1(=CC=CC=C1)C (toluene), C(C)O (ethanol), CCOCC (ether). Product: ClC1=CC=C(C=C1)C1=C(COC(C1)(C)C)C(=O)OC (methyl 4-(4-chlorophenyl)-6,6-dimethyl-5,6-dihydro-2H-pyran-3-carboxylate). RXN SMILES: [CH3:1][C:2]1([CH3:20])[O:7][CH2:6][C:5]([C:8]([O:10][CH3:11])=[O:9])=[C:4](OS(C(F)(F)F)(=O)=O)[CH2:3]1.[Cl:21][C:22]1[CH:27]=[CH:26][C:25](B(O)O)=[CH:24][CH:23]=1.C([O-])([O-])=O.[Na+].[Na+]>C1(C)C=CC=CC=1.C(O)C.CCOCC.C1C=CC([P]([Pd]([P](C2C=CC=CC=2)(C2C=CC=CC=2)C2C=CC=CC=2)([P](C2C=CC=CC=2)(C2C=CC=CC=2)C2C=CC=CC=2)[P](C2C=CC=CC=2)(C2C=CC=CC=2)C2C=CC=CC=2)(C2C=CC=CC=2)C2C=CC=CC=2)=CC=1>[Cl:21][C:22]1[CH:27]=[CH:26][C:25]([C:4]2[CH2:3][C:2]([CH3:20])([CH3:1])[O:7][CH2:6][C:5]=2[C:8]([O:10][CH3:11])=[O:9])=[CH:24][CH:23]=1 |f:2.3.4,^1:55,57,76,95|. Procedure: To a solution of EXAMPLE 38B (2.88 g), 4-chlorophenylboronic acid (1.88 g) and tetrakis(triphenylphosphine)palladium(0) (0.578 g) in toluene (40 mL) and ethanol (10 mL) was added 2N aqueous Na2CO3 (10 mL). The mixture was stirred at reflux overnight. The mixture was diluted with ether (300 mL) and washed with water, brine and dried over Na2SO4. After filtration and evaporation of solvent, the residue was loaded on a column and eluted with 3% ethyl acetate in hexane to give the product.